From a dataset of the Open Reaction Database (ORD), a public repository of structured organic reaction records. describe an organic reaction: reactants, conditions, products, and yield Starting materials: CC=1NC=CN1 (2-methylimidazole), ClC=1N=C(C2=C(N1)SC(=C2)C(F)(F)F)NCC2=CC=C(C=C2)F (2-chloro-6-trifluoromethyl-4-(4-fluorobenzylamino)-thieno-[2,3-d]-pyrimidine). The product is CC=1N(C=CN1)C=1N=C(C2=C(N1)SC(=C2)C(F)(F)F)NCC2=CC=C(C=C2)F (2-(2-methylimidazol-1-yl)-6-trifluoromethyl-4-(4-fluorobenzylamino)-thieno-[2,3-d]-pyrimidine). RXN SMILES: [CH3:1][C:2]1[NH:3][CH:4]=[CH:5][N:6]=1.Cl[C:8]1[N:9]=[C:10]([NH:21][CH2:22][C:23]2[CH:28]=[CH:27][C:26]([F:29])=[CH:25][CH:24]=2)[C:11]2[CH:16]=[C:15]([C:17]([F:20])([F:19])[F:18])[S:14][C:12]=2[N:13]=1>>[CH3:1][C:2]1[N:3]([C:8]2[N:9]=[C:10]([NH:21][CH2:22][C:23]3[CH:28]=[CH:27][C:26]([F:29])=[CH:25][CH:24]=3)[C:11]3[CH:16]=[C:15]([C:17]([F:18])([F:19])[F:20])[S:14][C:12]=3[N:13]=2)[CH:4]=[CH:5][N:6]=1. Procedure: Following the procedure of Example 97, the reaction of 2-methylimidazole with 2-chloro-6-trifluoromethyl-4-(4-fluorobenzylamino)-thieno-[2,3-d]-pyrimidine gives 2-(2-methylimidazol-1-yl)-6-trifluoromethyl-4-(4-fluorobenzylamino)-thieno-[2,3-d]-pyrimidine. Reactants: N1CC(C1)OC1=CC=C(C=C1)C1C(CN(CC1)C(=O)OCC1=CC=CC=C1)OCC=1C=CC2=C(N(C(CO2)=O)CCCOC)C1 (benzyl 4-[4-(azetidin-3-yloxy)phenyl]-3-[4-(3-methoxypropyl)-3-oxo-3,4-dihydro-2H-benzo[1,4]oxazin-6-ylmethoxy]piperidine-1-carboxylate), P(=O)([O-])([O-])[O-].[K+].[K+].[K+] (potassium phosphate), BrC=1SC=CN1 (bromothiazole), C(C)(C)(C)P(C(C)(C)C)C(C)(C)C (tri-tert-butylphosphine). Reagents/catalysts: FC(C(=O)[O-])(F)F.[Pd+2].FC(C(=O)[O-])(F)F (palladium trifluoroacetate). Solvent: C1(=CC=CC=C1)C (toluene), [Cl-].[Na+].O (brine), O (water). Conditions: time 10 minute. Yields the product COCCCN1C(COC2=C1C=C(C=C2)COC2CN(CCC2C2=CC=C(C=C2)OC2CN(C2)C=2SC=CN2)C(=O)OCC2=CC=CC=C2)=O (Benzyl 3-[4-(3-methoxypropyl)-3-oxo-3,4-dihydro-2H-benzo[1,4]oxazin-6-yl methoxy]-4-[4-(1-thiazol-2-ylazetidin-3-yloxy)phenyl]piperidinecarboxylate), SiO2. RXN SMILES: C(P(C(C)(C)C)C(C)(C)C)(C)(C)C.[NH:14]1[CH2:17][CH:16]([O:18][C:19]2[CH:24]=[CH:23][C:22]([CH:25]3[CH2:30][CH2:29][N:28]([C:31]([O:33][CH2:34][C:35]4[CH:40]=[CH:39][CH:38]=[CH:37][CH:36]=4)=[O:32])[CH2:27][CH:26]3[O:41][CH2:42][C:43]3[CH:44]=[CH:45][C:46]4[O:51][CH2:50][C:49](=[O:52])[N:48]([CH2:53][CH2:54][CH2:55][O:56][CH3:57])[C:47]=4[CH:58]=3)=[CH:21][CH:20]=2)[CH2:15]1.P([O-])([O-])([O-])=O.[K+].[K+].[K+].Br[C:68]1[S:69][CH:70]=[CH:71][N:72]=1>[Cl-].[Na+].O.O.FC(F)(F)C([O-])=O.[Pd+2].FC(F)(F)C([O-])=O.C1(C)C=CC=CC=1>[CH3:57][O:56][CH2:55][CH2:54][CH2:53][N:48]1[C:47]2[CH:58]=[C:43]([CH2:42][O:41][CH:26]3[CH:25]([C:22]4[CH:23]=[CH:24][C:19]([O:18][CH:16]5[CH2:17][N:14]([C:68]6[S:69][CH:70]=[CH:71][N:72]=6)[CH2:15]5)=[CH:20][CH:21]=4)[CH2:30][CH2:29][N:28]([C:31]([O:33][CH2:34][C:35]4[CH:36]=[CH:37][CH:38]=[CH:39][CH:40]=4)=[O:32])[CH2:27]3)[CH:44]=[CH:45][C:46]=2[O:51][CH2:50][C:49]1=[O:52] |f:2.3.4.5,7.8.9,11.12.13|. Procedure details: A baked-out Schlenk flask is initially charged under argon with 0.071 g of tri-tert-butylphosphine and 0.114 g of palladium trifluoroacetate. 1.3 ml of degassed toluene are added and the suspension is stirred under argon over 10 minutes. 0.700 g of benzyl 4-[4-(azetidin-3-yloxy)phenyl]-3-[4-(3-methoxypropyl)-3-oxo-3,4-dihydro-2H-benzo[1,4]oxazin-6-ylmethoxy]piperidine-1-carboxylate (Example 257c), 0.265 g of tribasic potassium phosphate and 0.290 ml of bromothiazole are added and the reaction mi...